From a dataset of the Open Reaction Database (ORD), a public repository of structured organic reaction records. describe an organic reaction: reactants, conditions, products, and yield Starting materials: CC1(Br)CSC2C(NC(=O)Cc3ccccc3)C(=O)N2C1C(=O)OCC(Cl)(Cl)Cl, ClC(Cl)Cl, O=C(OO)c1cccc(Cl)c1. Yields the product CC1(Br)CS(=O)C2C(NC(=O)Cc3ccccc3)C(=O)N2C1C(=O)OCC(Cl)(Cl)Cl. Reaction SMILES: [Br:12][C:13]1([CH3:40])[CH2:14][S:15][CH:16]2[N:17]([CH:18]1[C:19](=[O:20])[O:21][CH2:22][C:23]([Cl:24])([Cl:25])[Cl:26])[C:27](=[O:39])[CH:28]2[NH:29][C:30]([CH2:31][c:32]1[cH:33][cH:34][cH:35][cH:36][cH:37]1)=[O:38].[CH:41]([Cl:42])([Cl:43])[Cl:44].[Cl:1][c:2]1[cH:3][cH:4][cH:5][c:6]([C:7]([O:8][OH:10])=[O:9])[cH:11]1>>[O:9]=[S:15]1[CH2:14][C:13]([Br:12])([CH3:40])[CH:18]([C:19](=[O:20])[O:21][CH2:22][C:23]([Cl:24])([Cl:25])[Cl:26])[N:17]2[CH:16]1[CH:28]([NH:29][C:30]([CH2:31][c:32]1[cH:33][cH:34][cH:35][cH:36][cH:37]1)=[O:38])[C:27]2=[O:39]. The reactants are C(C)OC(COCC1=CC=CC=C1)OCC (benzyloxyacetaldehyde diethyl acetal), C(C1=CC=CC=C1)OC(CO)CO (2-benzyloxy-1,3-propanediol). Product: C(C1=CC=CC=C1)OC1COC(OC1)COCC1=CC=CC=C1 (5-benzyloxy-2-benzyloxymethyl-1,3-dioxane). RXN SMILES: [CH2:1]([O:3][CH:4]([O:14][CH2:15][CH3:16])[CH2:5][O:6][CH2:7][C:8]1[CH:13]=[CH:12][CH:11]=[CH:10][CH:9]=1)C.[CH2:17]([O:24]C(CO)CO)[C:18]1[CH:23]=[CH:22][CH:21]=[CH:20][CH:19]=1>>[CH2:17]([O:24][CH:16]1[CH2:1][O:3][CH:4]([CH2:5][O:6][CH2:7][C:8]2[CH:9]=[CH:10][CH:11]=[CH:12][CH:13]=2)[O:14][CH2:15]1)[C:18]1[CH:23]=[CH:22][CH:21]=[CH:20][CH:19]=1. Reported procedure: Using the procedure of Example 47, benzyloxyacetaldehyde diethyl acetal and 2-benzyloxy-1,3-propanediol were reacted to give 5-benzyloxy-2-benzyloxymethyl-1,3-dioxane, nD25 1.5438. The ir spectrum was consistent with the assigned structure. The nmr spectrum indicated 28% cis isomer and 72% trans isomer. The reactants are CC(C)(C)[O-], CI, CC(C)(C)O, CCn1c(=O)c(CCCO)c(-c2cccc(Cl)c2)c2ccc(C)nc21, Cl, [Na+], O. The product is CCn1c(=O)c(CCCOC)c(-c2cccc(Cl)c2)c2ccc(C)nc21. Reaction SMILES: [CH3:26][C:27]([CH3:28])([O-:29])[CH3:30].[CH3:32][I:33].[CH3:36][C:37]([OH:38])([CH3:39])[CH3:40].[Cl:1][c:2]1[cH:3][c:4](-[c:8]2[c:9]([CH2:22][CH2:23][CH2:24][OH:25])[c:10](=[O:21])[n:11]([CH2:19][CH3:20])[c:12]3[n:13][c:14]([CH3:18])[cH:15][cH:16][c:17]23)[cH:5][cH:6][cH:7]1.[ClH:34].[Na+:31].[OH2:35]>>[Cl:1][c:2]1[cH:3][c:4](-[c:8]2[c:9]([CH2:22][CH2:23][CH2:24][O:25][CH3:26])[c:10](=[O:21])[n:11]([CH2:19][CH3:20])[c:12]3[n:13][c:14]([CH3:18])[cH:15][cH:16][c:17]23)[cH:5][cH:6][cH:7]1.